Dataset: the Open Reaction Database (ORD), a public repository of structured organic reaction records. Task: describe an organic reaction: reactants, conditions, products, and yield The reactants are C(C)OC(CC=1N=C(SC1)S)=O ((2-mercapto-1,3-thiazol-4-yl)acetic acid ethyl ester), C(C)(C)(C)OC(CBr)=O (bromoacetic acid tert-butyl ester). The product is C(C)OC(CC=1N=C(SC1)SCC(=O)OC(C)(C)C)=O ({2-[(2-tert-butoxy-2-oxoethyl)thio]-1,3-thiazol-4-yl}acetic acid ethyl ester). As a reaction SMILES: [CH2:1]([O:3][C:4](=[O:12])[CH2:5][C:6]1[N:7]=[C:8]([SH:11])[S:9][CH:10]=1)[CH3:2].[C:13]([O:17][C:18](=[O:21])[CH2:19]Br)([CH3:16])([CH3:15])[CH3:14]>>[CH2:1]([O:3][C:4](=[O:12])[CH2:5][C:6]1[N:7]=[C:8]([S:11][CH2:19][C:18]([O:17][C:13]([CH3:16])([CH3:15])[CH3:14])=[O:21])[S:9][CH:10]=1)[CH3:2]. Reported procedure: The title compound was obtained by an operation similar to that of Example 2 and using (2-mercapto-1,3-thiazol-4-yl)acetic acid ethyl ester synthesized in Example 1 and bromoacetic acid tert-butyl ester to give {2-[(2-tert-butoxy-2-oxoethyl)thio]-1,3-thiazol-4-yl}acetic acid ethyl ester, followed by sequential operations similar to those of Examples 3, 4 and 34. Starting materials: CNCC1=CC=C(O1)CO ((5-methylaminomethyl-2-furanyl)methanol), ClC1=C(C=CC=C1Cl)S(=O)(=O)NC1=NC=CN=C1Cl (2,3-dichloro-N-(3-chloro-2-pyrazinyl)benzenesulphonamide). Reported procedure: Prepared by the method of Example 28 using (5-methylaminomethyl-2-furanyl)methanol (0.2 g) and 2,3-dichloro-N-(3-chloro-2-pyrazinyl)benzenesulphonamide (Example 28) (0.4 g). Purified by silica gel chromatography eluting with methanol/dichloromethane mixtures. Yield 0.12 g. As a reaction SMILES: [CH3:1][NH:2][CH2:3][C:4]1[O:8][C:7]([CH2:9][OH:10])=[CH:6][CH:5]=1.[Cl:11][C:12]1[C:17]([Cl:18])=[CH:16][CH:15]=[CH:14][C:13]=1[S:19]([NH:22][C:23]1[C:28](Cl)=[N:27][CH:26]=[CH:25][N:24]=1)(=[O:21])=[O:20]>>[Cl:11][C:12]1[C:17]([Cl:18])=[CH:16][CH:15]=[CH:14][C:13]=1[S:19]([NH:22][C:23]1[C:28]([O:10][CH2:9][C:7]2[O:8][C:4]([CH2:3][NH:2][CH3:1])=[CH:5][CH:6]=2)=[N:27][CH:26]=[CH:25][N:24]=1)(=[O:20])=[O:21]. The product is ClC1=C(C=CC=C1Cl)S(=O)(=O)NC1=NC=CN=C1OCC=1OC(=CC1)CNC (2,3-Dichloro-N-[3-(5-methylaminomethyl-2-furanylmethoxy)-2-pyrazinyl]benzenesulphonamide). The reactants are C1(=CC=CC=C1)C=1N=C2N(C3=C(NC4=C2C=CC=C4)N=CC=C3)C1C1=CC=C(C=C1)C1(COC1)NC(OC(C)(C)C)=O (tert-butyl {3-[4-(2-phenyl-9H-imidazo[1,2-d]pyrido[2,3-b][1,4]benzodiazepin-3-yl)phenyl]oxetan-3-yl}carbamate), FC(C(=O)O)(F)F (trifluoroacetic acid). Run in ClCCl (dichloromethane). Conditions: time 1 hour. Product: C1(=CC=CC=C1)C=1N=C2N(C3=C(NC4=C2C=CC=C4)N=CC=C3)C1C1=CC=C(C=C1)C1(COC1)N (3-[4-(2-phenyl-9H-imidazo[1,2-d]pyrido[2,3-b][1,4]benzodiazepin-3-yl)phenyl]oxetan-3-amine). Yield: 67.2%. As a reaction SMILES: [C:1]1([C:7]2[N:8]=[C:9]3[C:15]4[CH:16]=[CH:17][CH:18]=[CH:19][C:14]=4[NH:13][C:12]4[N:20]=[CH:21][CH:22]=[CH:23][C:11]=4[N:10]3[C:24]=2[C:25]2[CH:30]=[CH:29][C:28]([C:31]3([NH:35]C(=O)OC(C)(C)C)[CH2:34][O:33][CH2:32]3)=[CH:27][CH:26]=2)[CH:6]=[CH:5][CH:4]=[CH:3][CH:2]=1.FC(F)(F)C(O)=O>ClCCl>[C:1]1([C:7]2[N:8]=[C:9]3[C:15]4[CH:16]=[CH:17][CH:18]=[CH:19][C:14]=4[NH:13][C:12]4[N:20]=[CH:21][CH:22]=[CH:23][C:11]=4[N:10]3[C:24]=2[C:25]2[CH:26]=[CH:27][C:28]([C:31]3([NH2:35])[CH2:32][O:33][CH2:34]3)=[CH:29][CH:30]=2)[CH:2]=[CH:3][CH:4]=[CH:5][CH:6]=1. Procedure details: To a suspension of tert-butyl {3-[4-(2-phenyl-9H-imidazo[1,2-d]pyrido[2,3-b][1,4]benzodiazepin-3-yl)phenyl]oxetan-3-yl}carbamate (29 mg) in dichloromethane (4 mL) was added trifluoroacetic acid (2 mL) at 0° C. dropwise. After being stirred at room temperature for 1 h, the reaction mixture was concentrated under reduced pressure. Purification by column chromatography (NH-silica gel: 0-3% methanol in chloroform) gave the product (16 mg, 68%). 1HNMR (DMSO-d6) 400 MHz δ: 8.57 (s, 1H), 8.08 (dd, J=4.... Starting materials: CCOCC, O=C(OO)c1cccc(Cl)c1, ClCCl, N#N, [Na+], [Na+], O=S([O-])([O-])=S, Cc1ccc(C(=O)c2noc(CSc3ccccc3)n2)cc1. Yields the product Cc1ccc(C(=O)c2noc(CS(=O)c3ccccc3)n2)cc1. As a reaction SMILES: [CH3:46][CH2:47][O:48][CH2:49][CH3:50].[Cl:1][c:2]1[cH:3][c:4]([C:9](=[O:6])[O:10][OH:11])[cH:5][cH:7][cH:8]1.[Cl:43][CH2:44][Cl:45].[N:34]#[N:35].[Na+:36].[Na+:37].[O-:38][S:39]([O-:40])(=[S:41])=[O:42].[c:12]1([S:18][CH2:19][c:20]2[n:21][c:22]([C:25](=[O:26])[c:27]3[cH:28][cH:29][c:30]([CH3:33])[cH:31][cH:32]3)[n:23][o:24]2)[cH:13][cH:14][cH:15][cH:16][cH:17]1>>[O:6]=[S:18]([c:12]1[cH:13][cH:14][cH:15][cH:16][cH:17]1)[CH2:19][c:20]1[n:21][c:22]([C:25](=[O:26])[c:27]2[cH:28][cH:29][c:30]([CH3:33])[cH:31][cH:32]2)[n:23][o:24]1.